describe an organic reaction: reactants, conditions, products, and yield From a dataset of the Open Reaction Database (ORD), a public repository of structured organic reaction records. The reactants are C(=O)(Cl)Cl (phosgene), C(C)(C)C=1C(N(C(=NN1)S)C)=O (6-isopropyl-4-methyl-3-mercapto-1,2,4-triazin-5(4H)-one). The solvent is C(C)(=O)O (acetic acid). Reaction conditions: temperature 25 celsius, time 1 hour. The product is Cl.ClC1=NN=C(C(N1C)=O)C(C)C (3-chloro-6-isopropyl-4-methyl-1,2,4-triazin-5(4H)-one hydrochloride). The yield is 82.2%. RXN SMILES: [C:1]([Cl:4])([Cl:3])=O.[CH:5]([C:8]1[C:9](=[O:16])[N:10](C)[C:11](S)=[N:12][N:13]=1)([CH3:7])[CH3:6]>C(O)(=O)C>[ClH:3].[Cl:4][C:1]1[N:10]([CH3:11])[C:9](=[O:16])[C:8]([CH:5]([CH3:7])[CH3:6])=[N:13][N:12]=1 |f:3.4|. Reported procedure: To a solution of 34.6 g (0.35 mole) of phosgene in 600 ml of acetic acid are added 60 g (0.35 mole) of 6-isopropyl-4-methyl-3-mercapto-1,2,4-triazin-5(4H)-one. After the slightly exothermic reaction has subsided, the reaction mixture is stirred for 1 hour at 25° C. The precipitate is isolated by filtration and washed with a small amount of ethyl acetate, affording 64.5 g (90% of theory) of 3-chloro-6-isopropyl-4-methyl-1,2,4-triazin-5(4H)-one hydrochloride with a melting point of 120° C. (dec.).